From a dataset of the Open Reaction Database (ORD), a public repository of structured organic reaction records. describe an organic reaction: reactants, conditions, products, and yield The reactants are O=[N+]([O-])c1cc(Cl)c(Cl)c(Cl)c1, [K+], [O-]c1ccccc1, O, OCCOCCO. Product: O=[N+]([O-])c1cc(Cl)c(O)c(Cl)c1. Reaction SMILES: [Cl:1][c:2]1[cH:3][c:4]([N+:10](=[O:11])[O-:12])[cH:5][c:6]([Cl:9])[c:7]1[Cl:8].[K+:20].[O-:13][c:14]1[cH:15][cH:16][cH:17][cH:18][cH:19]1.[OH2:21].[OH:22][CH2:23][CH2:24][O:25][CH2:26][CH2:27][OH:28]>>[Cl:1][c:2]1[cH:3][c:4]([N+:10](=[O:11])[O-:12])[cH:5][c:6]([Cl:9])[c:7]1[OH:13]. Starting materials: Cl (HCl), 2-[, CC1(OB(OC1(C)C)C1=CC=C(C=C1)CC(=O)O)C (4-(4,4,5,5-tetramethyl-1,3,2-dioxaboro-lan-2-yl)phenylacetic acid), IC=1C=NOC1C (4-iodo-5-methyl-isoxazole), CC1=CC(=C(C=C1P(C2=CC(=C(C=C2C)C)S(=O)(=O)[O-])C3=CC(=C(C=C3C)C)S(=O)(=O)[O-])S(=O)(=O)[O-])C.[Na+].[Na+].[Na+] (TXPTS), C(C)(C)NC(C)C (diisopropylamine). The reagents and catalysts are C(C)(=O)[O-].[Pd+2].C(C)(=O)[O-] (Palladium (II) acetate). The solvent is CC#N (CH3CN), O (water). Reaction conditions: time 20 minute. The product is CC1=C(C=NO1)C1=CC=C(C=C1)CC(=O)O ([4-(5-methylisoxazol-4-yl)phenyl]acetic acid). Reaction SMILES: CC1(C)C(C)(C)OB([C:9]2[CH:14]=[CH:13][C:12]([CH2:15][C:16]([OH:18])=[O:17])=[CH:11][CH:10]=2)O1.I[C:21]1[CH:22]=[N:23][O:24][C:25]=1[CH3:26].CC1C(P(C2C(C)=CC(C)=C(S([O-])(=O)=O)C=2)C2C(C)=CC(C)=C(S([O-])(=O)=O)C=2)=CC(S([O-])(=O)=O)=C(C)C=1.[Na+].[Na+].[Na+].C(NC(C)C)(C)C.Cl>CC#N.O.C([O-])(=O)C.[Pd+2].C([O-])(=O)C>[CH3:26][C:25]1[O:24][N:23]=[CH:22][C:21]=1[C:9]1[CH:10]=[CH:11][C:12]([CH2:15][C:16]([OH:18])=[O:17])=[CH:13][CH:14]=1 |f:2.3.4.5,10.11.12|. Procedure: To a solution of 0.50 g (1.91 mmol) 2-[4-(4,4,5,5-tetramethyl-1,3,2-dioxaboro-lan-2-yl)phenylacetic acid in 1.90 ml CH3CN and 1.90 ml water was added 0.48 g (2.29 mmol) 4-iodo-5-methyl-isoxazole, 0.08 g (0.12 mmol) TXPTS, 0.01 g (0.05 mmol) Palladium (II) acetate, and 0.54 mL (3.82 mmol) diisopropylamine. After 20 min in the microwave at 120° C., the reaction mixture was cooled, acidified to a pH of 1 with 1N HCl, extracted with CH2Cl2, and washed with brine. The organic layer was dried over NaS... Starting materials: CNC(=O)NC1=C(C(=NS1)S(=O)(=O)CC)C#N (1-methyl-3-(4-cyano-3-(ethylsulfonyl) -5-isothiazolyl)urea), S(O)(O)(=O)=O (sulfuric acid). Solvent: ice water. The product is CNC(=O)NC1=C(C(=NS1)S(=O)(=O)CC)C(N)=O (1-methyl-3-(4-carbamoyl-3-(ethylsulfonyl)-5-isothiazolyl)urea). RXN SMILES: [CH3:1][NH:2][C:3]([NH:5][C:6]1[S:10][N:9]=[C:8]([S:11]([CH2:14][CH3:15])(=[O:13])=[O:12])[C:7]=1[C:16]#[N:17])=[O:4].S(=O)(=O)(O)[OH:19]>>[CH3:1][NH:2][C:3]([NH:5][C:6]1[S:10][N:9]=[C:8]([S:11]([CH2:14][CH3:15])(=[O:13])=[O:12])[C:7]=1[C:16](=[O:19])[NH2:17])=[O:4]. Reported procedure: A mixture of 8.8 g of 1-methyl-3-(4-cyano-3-(ethylsulfonyl) -5-isothiazolyl)urea and 10 ml of concentrated sulfuric acid was heated at 100° for 2.25 hours, then poured into 150 ml of ice-water. The solid was isolated and recrystallized from acetic acid-water to give 2.8 g of 1-methyl-3-(4-carbamoyl-3-(ethylsulfonyl)-5-isothiazolyl)urea, m.p. 219°-220°. An additional 2.2 g was obtained by concentrating the mother liquor from the recrystallization. The nmr and ir spectra were consistent with the a... Reported procedure: Starting from 4-[2-(cyclopropylmethoxy)-5-(propan-2-yl)phenyl]-6-methyl-5-{[2-(trimethylsilyl)ethoxy]methyl}-5H-pyrrolo[3,2-d]pyrimidine-7-carboxylic acid (example D.c15) and commercially available tert-butyl 4-amino-piperidine-1-carboxylate the title compound is obtained as pale yellow viscous oil. The reactants are C1(CC1)COC1=C(C=C(C=C1)C(C)C)C=1C2=C(N=CN1)C(=C(N2COCC[Si](C)(C)C)C)C(=O)O (4-[2-(cyclopropylmethoxy)-5-(propan-2-yl)phenyl]-6-methyl-5-{[2-(trimethylsilyl)ethoxy]methyl}-5H-pyrrolo[3,2-d]pyrimidine-7-carboxylic acid), NC1CCN(CC1)C(=O)OC(C)(C)C (tert-butyl 4-amino-piperidine-1-carboxylate). Product: C1(CC1)COC1=C(C=C(C=C1)C(C)C)C=1C2=C(N=CN1)C(=C(N2COCC[Si](C)(C)C)C)C(=O)NC2CCN(CC2)C(=O)OC(C)(C)C (tert-Butyl 4-{[(4-[2-(cyclopropylmethoxy)-5-(propan-2-yl)phenyl]-6-methyl-5-{[2-(trimethylsilyl)ethoxy]methyl}-5H-pyrrolo[3,2-d]pyrimidin-7-yl)carbonyl]amino}piperidine-1-carboxylate). As a reaction SMILES: [CH:1]1([CH2:4][O:5][C:6]2[CH:11]=[CH:10][C:9]([CH:12]([CH3:14])[CH3:13])=[CH:8][C:7]=2[C:15]2[C:16]3[N:23]([CH2:24][O:25][CH2:26][CH2:27][Si:28]([CH3:31])([CH3:30])[CH3:29])[C:22]([CH3:32])=[C:21]([C:33](O)=[O:34])[C:17]=3[N:18]=[CH:19][N:20]=2)[CH2:3][CH2:2]1.[NH2:36][CH:37]1[CH2:42][CH2:41][N:40]([C:43]([O:45][C:46]([CH3:49])([CH3:48])[CH3:47])=[O:44])[CH2:39][CH2:38]1>>[CH:1]1([CH2:4][O:5][C:6]2[CH:11]=[CH:10][C:9]([CH:12]([CH3:14])[CH3:13])=[CH:8][C:7]=2[C:15]2[C:16]3[N:23]([CH2:24][O:25][CH2:26][CH2:27][Si:28]([CH3:31])([CH3:30])[CH3:29])[C:22]([CH3:32])=[C:21]([C:33]([NH:36][CH:37]4[CH2:38][CH2:39][N:40]([C:43]([O:45][C:46]([CH3:49])([CH3:48])[CH3:47])=[O:44])[CH2:41][CH2:42]4)=[O:34])[C:17]=3[N:18]=[CH:19][N:20]=2)[CH2:3][CH2:2]1. Reactants: BrCCC\C=C/[C@H]1N(C[C@@H](C1)NS(=O)(=O)C1=CC=C(C=C1)Cl)S(=O)(=O)C1=CC=C(C=C1)Cl ((2S,4R)-2-[(Z)-5-bromo-1-pentenyl]-1-(4-chlorophenylsulfonyl)-4-(4-chlorophenylsulfonylamino)pyrrolidine), P(OCC)(OCC)OCC (triethyl phosphite). The product is ClC1=CC=C(C=C1)S(=O)(=O)N1[C@@H](C[C@H](C1)NS(=O)(=O)C1=CC=C(C=C1)Cl)\C=C/CCCP(=O)(OCC)OCC ((2S,4R)-1-(4-chlorophenylsulfonyl)-4-(4-chlorophenylsulfonylamino)-2-[(Z)-5-diethoxyphosphoryl-1-pentenyl]pyrrolidine). RXN SMILES: Br[CH2:2][CH2:3][CH2:4]/[CH:5]=[CH:6]\[C@@H:7]1[CH2:11][C@@H:10]([NH:12][S:13]([C:16]2[CH:21]=[CH:20][C:19]([Cl:22])=[CH:18][CH:17]=2)(=[O:15])=[O:14])[CH2:9][N:8]1[S:23]([C:26]1[CH:31]=[CH:30][C:29]([Cl:32])=[CH:28][CH:27]=1)(=[O:25])=[O:24].[P:33]([O:40]CC)([O:37][CH2:38][CH3:39])[O:34][CH2:35][CH3:36]>>[Cl:32][C:29]1[CH:30]=[CH:31][C:26]([S:23]([N:8]2[CH2:9][C@H:10]([NH:12][S:13]([C:16]3[CH:21]=[CH:20][C:19]([Cl:22])=[CH:18][CH:17]=3)(=[O:15])=[O:14])[CH2:11][C@H:7]2/[CH:6]=[CH:5]\[CH2:4][CH2:3][CH2:2][P:33]([O:37][CH2:38][CH3:39])([O:34][CH2:35][CH3:36])=[O:40])(=[O:25])=[O:24])=[CH:27][CH:28]=1. Reported procedure: A mixture of (2S,4R)-2-[(Z)-5-bromo-1-pentenyl]-1-(4-chlorophenylsulfonyl)-4-(4-chlorophenylsulfonylamino)pyrrolidine (200 mg) and triethyl phosphite (5.0 ml) was refluxed for 3 hours and evaporated in vacuo to give an oil. The oil was chromatographed on silica gel column with chloroform as an eluent to give (2S,4R)-1-(4-chlorophenylsulfonyl)-4-(4-chlorophenylsulfonylamino)-2-[(Z)-5-diethoxyphosphoryl-1-pentenyl]pyrrolidine (164 mg) as an oil. Reactants: ice water, [Cl-].[Al+3].[Cl-].[Cl-] (Aluminum chloride), [N-]=[N+]=[N-].[Na+] (Sodium azide), ClC=1C=CC=2N(C(C(=CN2)C#N)=O)C1 (7-Chloro-4-oxo-4H-pyrido[1,2-a]pyrimidine-3-carbonitrile), Cl (hydrochloric acid). The solvent is O1CCCC1 (tetrahydrofuran). The product is ClC=1C=CC=2N(C(C(=CN2)C2=NN=NN2)=O)C1 (7-Chloro-3-(1H-tetrazol-5-yl)-4H-pyrido[1,2-a]pyrimidin-4-one). Isolated yield 49.5%. Reaction SMILES: [Cl-].[Al+3].[Cl-].[Cl-].[N-:5]=[N+:6]=[N-:7].[Na+].[Cl:9][C:10]1[CH:11]=[CH:12][C:13]2[N:14]([CH:22]=1)[C:15](=[O:21])[C:16]([C:19]#[N:20])=[CH:17][N:18]=2.Cl>O1CCCC1>[Cl:9][C:10]1[CH:11]=[CH:12][C:13]2[N:14]([CH:22]=1)[C:15](=[O:21])[C:16]([C:19]1[NH:20][N:7]=[N:6][N:5]=1)=[CH:17][N:18]=2 |f:0.1.2.3,4.5|. Reported procedure: Aluminum chloride (0.72 g., 5.45 mmoles) was carefully added to cold (-30°) tetrahydrofuran (29 ml.). Sodium azide (1.06 g., 16.27 mmoles) was then added and the mixture heated under reflux for 30 minutes. 7-Chloro-4-oxo-4H-pyrido[1,2-a]pyrimidine-3-carbonitrile (1.0 g., 4.47 mmoles) was added and the mixture heated under reflux for 18 hours. The cooled mixture was poured onto 500 ml. of ice water and the resulting mixture acidified to pH 2 with 6N hydrochloric acid. The precipitate was collecte...